Dataset: the Open Reaction Database (ORD), a public repository of structured organic reaction records. Task: describe an organic reaction: reactants, conditions, products, and yield Reactants: N1(N=NC=C1)CCC#CC=1N=NC(=CC1)OCC=1N=C(OC1)C=CC1=CC=C(C=C1)C(F)(F)F (3-(4-[1,2,3]Triazol-1-yl-but-1-ynyl)-6-{2-[2-(4-trifluoromethyl-phenyl)-vinyl]-oxazol-4-ylmethoxy}-pyridazine). Reagents/catalysts: [Pd] (palladium on charcoal). The solvent is C(C)(=O)OCC (ethyl acetate). Yields the product N1(N=NC=C1)CCC=CC=1N=NC(=CC1)OCC=1N=C(OC1)C=CC1=CC=C(C=C1)C(F)(F)F (3-(4-[1,2,3]triazol-1-yl-but-1-enyl)-6-{2-[2-(4-trifluoromethyl-phenyl)-vinyl]-oxazol-4-ylmethoxy}-pyridazine). RXN SMILES: [N:1]1([CH2:6][CH2:7][C:8]#[C:9][C:10]2[N:11]=[N:12][C:13]([O:16][CH2:17][C:18]3[N:19]=[C:20]([CH:23]=[CH:24][C:25]4[CH:30]=[CH:29][C:28]([C:31]([F:34])([F:33])[F:32])=[CH:27][CH:26]=4)[O:21][CH:22]=3)=[CH:14][CH:15]=2)[CH:5]=[CH:4][N:3]=[N:2]1>C(OCC)(=O)C.[Pd]>[N:1]1([CH2:6][CH2:7][CH:8]=[CH:9][C:10]2[N:11]=[N:12][C:13]([O:16][CH2:17][C:18]3[N:19]=[C:20]([CH:23]=[CH:24][C:25]4[CH:26]=[CH:27][C:28]([C:31]([F:34])([F:33])[F:32])=[CH:29][CH:30]=4)[O:21][CH:22]=3)=[CH:14][CH:15]=2)[CH:5]=[CH:4][N:3]=[N:2]1. Reported procedure: 3-(4-[1,2,3]Triazol-1-yl-but-1-ynyl)-6-{2-[2-(4-trifluoromethyl-phenyl)-vinyl]-oxazol-4-ylmethoxy}-pyridazine (0.047 g, 0.1 mmol) is dissolved in ethyl acetate (3 ml) and hydrogenated for 1 h at r.t. in the presence of palladium on charcoal (10%, 5 mg). After filtration and concentration in vacuo the residue yielded 3-(4-[1,2,3]triazol-1-yl-but-1-enyl)-6-{2-[2-(4-trifluoromethyl-phenyl)-vinyl]-oxazol-4-ylmethoxy}-pyridazine as an off-white solid. The raw product contained 60% product and 40% edu... The reactants are ClCC1=CC=C(O1)C(=O)OCC (Ethyl 5-(chloromethyl)-2-furoate), C(C)NCC (diethylamine). Run in C1=CC=CC=C1 (benzene). Product: C(C)N(CC)CC1=CC=C(O1)C(=O)OCC (ethyl 5-(N,N-diethylaminomethyl)-2-furoate). As a reaction SMILES: Cl[CH2:2][C:3]1[O:7][C:6]([C:8]([O:10][CH2:11][CH3:12])=[O:9])=[CH:5][CH:4]=1.[CH2:13]([NH:15][CH2:16][CH3:17])[CH3:14]>C1C=CC=CC=1>[CH2:13]([N:15]([CH2:2][C:3]1[O:7][C:6]([C:8]([O:10][CH2:11][CH3:12])=[O:9])=[CH:5][CH:4]=1)[CH2:16][CH3:17])[CH3:14]. Procedure details: Ethyl 5-(chloromethyl)-2-furoate (0.1 mole) is refluxed with diethylamine (0.25 mole) in 40 ml of benzene for one hour. The benzene solution is filtered off and washed with water. The organic layer is separated and dried over magnesium sulfate. The magnesium sulfate is removed by filtration and the organics are evaporated to dryness. The residue is distilled to give a pure fraction of ethyl 5-(N,N-diethylaminomethyl)-2-furoate boiling at 97°-106° C. at 0.1 mm of Hg. Run in O1CCOCC1 (dioxan). The yield is 67.8%. Starting materials: C(C)SC=1NC(C(C1C#N)(C1=CC=CC=C1)C1=CC=CC=C1)=O (2-ethylthio-5-oxo-4,4-diphenyl-2-pyrroline-3-carbonitrile), [H-].[Na+] (sodium hydride), BrCCCBr (1,3-dibromopropane). Reported procedure: One dissolves 15.0 g 2-ethylthio-5-oxo-4,4-diphenyl-2-pyrroline-3-carbonitrile in 500 ml abs. dioxan, adds 1.4 g sodium hydride (80%) in white oil) thereto and boils under reflux for one hour. One allows to cool somewhat, adds 100.0 g 1,3-dibromopropane thereto and further boils for 48 hours. Thereafter, the reaction mixture is filtered, the solvent and the excess dibromopropane are distilled off under water pump vacuum and the residue is triturated with diisopropyl ether. One obtains 14.0 g 1-(... Reaction conditions: time 48 hour. RXN SMILES: [CH2:1]([S:3][C:4]1[NH:5][C:6](=[O:23])[C:7]([C:17]2[CH:22]=[CH:21][CH:20]=[CH:19][CH:18]=2)([C:11]2[CH:16]=[CH:15][CH:14]=[CH:13][CH:12]=2)[C:8]=1[C:9]#[N:10])[CH3:2].[H-].[Na+].[Br:26][CH2:27][CH2:28][CH2:29]Br>O1CCOCC1>[Br:26][CH2:27][CH2:28][CH2:29][N:5]1[C:6](=[O:23])[C:7]([C:17]2[CH:22]=[CH:21][CH:20]=[CH:19][CH:18]=2)([C:11]2[CH:16]=[CH:15][CH:14]=[CH:13][CH:12]=2)[C:8]([C:9]#[N:10])=[C:4]1[S:3][CH2:1][CH3:2] |f:1.2|. The product is BrCCCN1C(=C(C(C1=O)(C1=CC=CC=C1)C1=CC=CC=C1)C#N)SCC (1-(3-bromopropyl)-2-ethylthio-5-oxo-4,4-diphenyl-2-pyrroline-3-carbonitrile). The reactants are C1COCCO1, COC(=O)c1cnc(N2CCN(CCO)CC2)s1, C[O-], CO, Cl, Cl, NO, [Na+]. Product: O=C(NO)c1cnc(N2CCN(CCO)CC2)s1. Reaction SMILES: [CH2:28]1[O:29][CH2:30][CH2:31][O:32][CH2:33]1.[CH3:1][O:2][C:3](=[O:4])[c:5]1[cH:6][n:7][c:8]([N:10]2[CH2:11][CH2:12][N:13]([CH2:16][CH2:17][OH:18])[CH2:14][CH2:15]2)[s:9]1.[CH3:22][O-:23].[CH3:25][OH:26].[ClH:19].[ClH:27].[NH2:20][OH:21].[Na+:24]>>[O:2]=[C:3]([c:5]1[cH:6][n:7][c:8]([N:10]2[CH2:11][CH2:12][N:13]([CH2:16][CH2:17][OH:18])[CH2:14][CH2:15]2)[s:9]1)[NH:20][OH:21]. Reactants: O.C1(=CC=C(C=C1)S(=O)(=O)O)C (p-toluenesulfonic acid monohydrate), ClC1=C(C=C(C=C1)S)S (4-chloro-m-benzenedithiol), Cl.CN(CCCCl)C (3-(dimethylamino)propyl chloride hydrochloride), C([O-])([O-])=O.[K+].[K+] (potassium carbonate), CN(C=O)C (dimethylformamide). The solvent is CC(C)O (propanol-2), O (water). Conditions: temperature 70 celsius. The product is CC1=CC=C(C=C1)S(=O)(=O)O.CC1=CC=C(C=C1)S(=O)(=O)O.ClC1=C(C=C(C=C1)SCCCN(C)C)SCCCN(C)C (3,3'-((4-chloro-1,3-phenylene)bis(thio))bis(N,N-dimethyl-1-propanamine) bis(4-methylbenzenesulfonate)). Reaction SMILES: [Cl:1][C:2]1[CH:7]=[CH:6][C:5]([SH:8])=[CH:4][C:3]=1[SH:9].Cl.[CH3:11][N:12]([CH3:17])[CH2:13][CH2:14][CH2:15]Cl.C(=O)([O-])[O-].[K+].[K+].O.[C:25]1([CH3:35])[CH:30]=[CH:29][C:28]([S:31]([OH:34])(=[O:33])=[O:32])=[CH:27][CH:26]=1.[CH3:36][N:37]([CH3:40])[CH:38]=O>O.CC(O)C>[CH3:35][C:25]1[CH:26]=[CH:27][C:28]([S:31]([OH:34])(=[O:33])=[O:32])=[CH:29][CH:30]=1.[CH3:35][C:25]1[CH:26]=[CH:27][C:28]([S:31]([OH:34])(=[O:33])=[O:32])=[CH:29][CH:30]=1.[Cl:1][C:2]1[CH:7]=[CH:6][C:5]([S:8][CH2:15][CH2:14][CH2:13][N:12]([CH3:17])[CH3:11])=[CH:4][C:3]=1[S:9][CH2:25][CH2:26][CH2:38][N:37]([CH3:40])[CH3:36] |f:1.2,3.4.5,6.7,11.12.13|. Reported procedure: A stirred mixture of 8.0 g (0.045 mole) of 4-chloro-m-benzenedithiol, 16.0 g (0.101 mole) of 3-(dimethylamino)propyl chloride hydrochloride and 27.6 g (0.200 mole) of anhydrous potassium carbonate in 250 ml of dimethylformamide was warmed at 70° C. for 2.5 hours, cooled, diluted with water and extracted with methylene chloride. The extract was dried over anhydrous magnesium sulfate, filtered and the solvent removed by evaporation. The residue was dissolved in propanol-2, and this solution was tr... The reactants are C1OC=2C=C(CN3CCC(CC3)=O)C=CC2O1 (1-(3,4-methylenedioxy)benzyl-4-piperidone), Cl.NO (hydroxylamine hydrochloride). The product is C1OC=2C=C(CN3CCC(CC3)=NO)C=CC2O1 (1-(3,4-Methylenedioxy)benzyl-4-piperidone oxime). As a reaction SMILES: [CH2:1]1[O:17][C:16]2[CH:15]=[CH:14][C:5]([CH2:6][N:7]3[CH2:12][CH2:11][C:10](=O)[CH2:9][CH2:8]3)=[CH:4][C:3]=2[O:2]1.Cl.[NH2:19][OH:20]>>[CH2:1]1[O:17][C:16]2[CH:15]=[CH:14][C:5]([CH2:6][N:7]3[CH2:12][CH2:11][C:10](=[N:19][OH:20])[CH2:9][CH2:8]3)=[CH:4][C:3]=2[O:2]1 |f:1.2|. Procedure details: 1-(3,4-Methylenedioxy)benzyl-4-piperidone oxime is prepared from 1-(3,4-methylenedioxy)benzyl-4-piperidone and hydroxylamine hydrochloride essentially as described above in Example 38, Scheme C, step b. The reactants are FC(OC=1C=C(C=O)C=CC1OC(F)F)F (3,4-Bisdifluoromethoxybenzaldehyde), [BH4-].[Na+] (sodium borohydride), [OH-].[Na+] (sodium hydroxide). Run in C(C)O (ethanol). Yields the product FC(OC=1C=C(CO)C=CC1OC(F)F)F (3,4-Bisdifluoromethoxybenzyl alcohol). RXN SMILES: [F:1][CH:2]([F:16])[O:3][C:4]1[CH:5]=[C:6]([CH:9]=[CH:10][C:11]=1[O:12][CH:13]([F:15])[F:14])[CH:7]=[O:8].[BH4-].[Na+].[OH-].[Na+]>C(O)C>[F:1][CH:2]([F:16])[O:3][C:4]1[CH:5]=[C:6]([CH:9]=[CH:10][C:11]=1[O:12][CH:13]([F:15])[F:14])[CH2:7][OH:8] |f:1.2,3.4|. Procedure: 3,4-Bisdifluoromethoxybenzaldehyde (26.2 g, 110 mmol) in absolute ethanol (150 mL) was treated with sodium borohydride (8.32 g, 220 mmol) under an argon atmosphere at room temperature for 0.5 h. Ten percent aqueous sodium hydroxide (130 mL) was added, the ethanol was removed in vacuo, the mixture was partitioned between ether and water and was etracted twice with ether. The organic extract was dried (magnesium sulfate) and evaporated to a pale yellow oil (26.4 g, 100%).